This data is from the Open Reaction Database (ORD), a public repository of structured organic reaction records. The task is: describe an organic reaction: reactants, conditions, products, and yield The reactants are Cl, O=N[O-], CCc1nc(C=Cc2cccc(N)c2)sc1C, [Na+], O. Product: CCc1nc(C=Cc2cccc(O)c2)sc1C. As a reaction SMILES: [ClH:18].[N:19](=[O:20])[O-:21].[NH2:1][c:2]1[cH:3][c:4]([CH:5]=[CH:6][c:7]2[s:8][c:9]([CH3:14])[c:10]([CH2:12][CH3:13])[n:11]2)[cH:15][cH:16][cH:17]1.[Na+:22].[OH2:23]>>[c:2]1([OH:20])[cH:3][c:4]([CH:5]=[CH:6][c:7]2[s:8][c:9]([CH3:14])[c:10]([CH2:12][CH3:13])[n:11]2)[cH:15][cH:16][cH:17]1. Starting materials: Cl.ClC=1C=C(C=CC1)C(CN)(F)F (2-(3-chlorophenyl)-2,2-difluoroethylamine hydrochloride), [OH-].[Na+] (NaOH). Product: ClC=1C=C(C=CC1)C(CN)(F)F (2-(3-Chlorophenyl)-2,2-difluoroethylamine). Isolated yield 103.9%. Reaction SMILES: Cl.[Cl:2][C:3]1[CH:4]=[C:5]([C:9]([F:13])([F:12])[CH2:10][NH2:11])[CH:6]=[CH:7][CH:8]=1.[OH-].[Na+]>>[Cl:2][C:3]1[CH:4]=[C:5]([C:9]([F:12])([F:13])[CH2:10][NH2:11])[CH:6]=[CH:7][CH:8]=1 |f:0.1,2.3|. Procedure details: 2-(3-chlorophenyl)-2,2-difluoroethylamine hydrochloride (1.65 g, 7.23 mmol), as prepared in the previous step, was taken up with 2.5 M NaOH (4 mL) and extracted with ether (1×8 mL, 1×4 mL). The combined organic layers were dried (Na2SO4) and briefly concentrated to provide 1.44 g (quant. yield) of the title compound as a clear dark brown oil. 1H NMR (300 MHz, CDCl3) δ 7.48 (br, 1H), 7.46-7.41 (m, 1H), 7.40-7.34 (m, 2H), 3.17 (t, J=14.5 Hz, 2H), 1.29 (br, 2H). As a reaction SMILES: [NH2:1][C:2]1[CH:3]=[CH:4][C:5]([OH:12])=[C:6]([CH:11]=1)[C:7]([O:9][CH3:10])=[O:8].[C:13](O)(=[O:33])[CH2:14][CH2:15][CH2:16]/[CH:17]=[CH:18]\[CH2:19]/[CH:20]=[CH:21]\[CH2:22]/[CH:23]=[CH:24]\[CH2:25]/[CH:26]=[CH:27]\[CH2:28][CH2:29][CH2:30][CH2:31][CH3:32].CCN=C=NCCCN(C)C.CN(C1C=CC=CN=1)C>ClCCl>[OH:12][C:5]1[CH:4]=[CH:3][C:2]([NH:1][C:13](=[O:33])[CH2:14][CH2:15][CH2:16]/[CH:17]=[CH:18]\[CH2:19]/[CH:20]=[CH:21]\[CH2:22]/[CH:23]=[CH:24]\[CH2:25]/[CH:26]=[CH:27]\[CH2:28][CH2:29][CH2:30][CH2:31][CH3:32])=[CH:11][C:6]=1[C:7]([O:9][CH3:10])=[O:8]. Reactants: NC=1C=CC(=C(C(=O)OC)C1)O (methyl 5-amino-2-hydroxybenzoate), C(CCC\C=C/C\C=C/C\C=C/C\C=C/CCCCC)(=O)O (arachidonic acid), CCN=C=NCCCN(C)C (EDCI), CN(C)C1=NC=CC=C1 (dimethylaminopyridine). Procedure: To a solution of methyl 5-amino-2-hydroxybenzoate (0.27 g, 1.6 mmol) in dichloromethane (10 mL) was added arachidonic acid (0.5 g, 1.6 mmol), EDCI (0.32 g, 1.7 mmol) and dimethylaminopyridine (0.020 g, 0.2 mmol). The reaction was stirred (RT, 2 h), and then partitioned between CH2Cl2 and brine. The aqueous layer was extracted with CH2Cl2, and the combined organic layers were washed with 1 N HCl, water, saturated aqueous NaHCO3 and water, and then dried over MgSO4. The crude product was purified ... Product: OC1=C(C(=O)OC)C=C(C=C1)NC(CCC\C=C/C\C=C/C\C=C/C\C=C/CCCCC)=O (methyl 2-hydroxy-5-(5Z,8Z,11Z,14Z)-icosa-5,8,11,14-tetraenamidobenzoate). Run at time 2 hour. Run in ClCCl (dichloromethane). The yield is 82.7%. Starting materials: COC1=C(C=CC=C1)S(=O)(=O)N(C=1C=CC=C2C=C(NC12)C(=O)O)C (7-[[(2-methoxyphenyl)sulfonyl](methyl)amino]-1H-indole-2-carboxylic acid), CN(C=O)C (N,N-dimethylformamide), Cl.CN(CCCN=C=NCC)C (N-[3-(dimethylamino)propyl]-N′-ethylcarbodiimide hydrochloride). Run in C(C)(=O)OCC (ethyl acetate). Yields the product COC1=C(C=CC=C1)S(=O)(=O)N(C=1C=CC=C2C=C(NC12)C(=O)N)C (7-[[(2-methoxyphenyl)sulfonyl](methyl)amino]-1H-indole-2-carboxamide). As a reaction SMILES: [CH3:1][O:2][C:3]1[CH:8]=[CH:7][CH:6]=[CH:5][C:4]=1[S:9]([N:12]([CH3:25])[C:13]1[CH:14]=[CH:15][CH:16]=[C:17]2[C:21]=1[NH:20][C:19]([C:22](O)=[O:23])=[CH:18]2)(=[O:11])=[O:10].C[N:27](C)C=O.Cl.CN(C)CCCN=C=NCC>C(OCC)(=O)C>[CH3:1][O:2][C:3]1[CH:8]=[CH:7][CH:6]=[CH:5][C:4]=1[S:9]([N:12]([CH3:25])[C:13]1[CH:14]=[CH:15][CH:16]=[C:17]2[C:21]=1[NH:20][C:19]([C:22]([NH2:27])=[O:23])=[CH:18]2)(=[O:11])=[O:10] |f:2.3|. Reported procedure: To a mixture of 7-[[(2-methoxyphenyl)sulfonyl](methyl)amino]-1H-indole-2-carboxylic acid (3.0 g), 1H-1,2,3-benzotriazol-1-ol-ammonia complex (1.65 g) and N,N-dimethylformamide (30 mL) was added N-[3-(dimethylamino)propyl]-N′-ethylcarbodiimide hydrochloride (2.1 g) under ice-cooling, and the mixture was stirred from under ice-cooling to room temperature for 18 hr. The reaction solution was diluted with ethyl acetate, washed with aqueous sodium hydrogencarbonate solution, water and brine, dried ov... Starting materials: NC=1C=C(C(=O)O)C=CC1 (3-aminobenzoic acid), Cl (hydrochloric acid), N#CN (cyanamide). Run in C(C)O (ethanol). Product: Cl.N(C(=N)N)C=1C=C(C(=O)O)C=CC1 (3-Guanidinobenzoic acid hydrochloride). Isolated yield 24.3%. Reaction SMILES: [NH2:1][C:2]1[CH:3]=[C:4]([CH:8]=[CH:9][CH:10]=1)[C:5]([OH:7])=[O:6].[ClH:11].[N:12]#[C:13][NH2:14]>C(O)C>[ClH:11].[NH:1]([C:2]1[CH:3]=[C:4]([CH:8]=[CH:9][CH:10]=1)[C:5]([OH:7])=[O:6])[C:13]([NH2:14])=[NH:12] |f:4.5|. Procedure details: A mixture of 3-aminobenzoic acid (Aldrich, 2.74 g, 0.02 mol), hydrochloric acid (12N, 1.66 g, 0.02 mol), and cyanamide (1.64 g, 0.04 mol) in absolute ethanol (50 mL) was heated at reflux for 16 h. The mixture was cooled and the precipitate separated by filtration. The cake was washed several times with ether and dried under vacuum to give 1.05 g (26.6%) of the title compound as an off-white amorphous powder, mp 278° C.